This data is from the Open Reaction Database (ORD), a public repository of structured organic reaction records. The task is: describe an organic reaction: reactants, conditions, products, and yield The reactants are O=Cc1ccc(OCc2ccccc2)c(O)c1, CN(C)C=O, COCCl, [H-], [Na+], O. Product: COCOc1cc(C=O)ccc1OCc1ccccc1. As a reaction SMILES: [CH2:1]([c:2]1[cH:3][cH:4][cH:5][cH:6][cH:7]1)[O:8][c:9]1[c:10]([OH:17])[cH:11][c:12]([CH:13]=[O:14])[cH:15][cH:16]1.[CH3:18][N:19]([CH3:20])[CH:21]=[O:22].[Cl:25][CH2:26][O:27][CH3:28].[H-:23].[Na+:24].[OH2:29]>>[CH2:1]([c:2]1[cH:3][cH:4][cH:5][cH:6][cH:7]1)[O:8][c:9]1[c:10]([O:17][CH2:26][O:27][CH3:28])[cH:11][c:12]([CH:13]=[O:14])[cH:15][cH:16]1.